From a dataset of the Open Reaction Database (ORD), a public repository of structured organic reaction records. describe an organic reaction: reactants, conditions, products, and yield The reactants are ClC1=C2C=CC(=NC2=CC=C1F)COC1=CC2=C(OCC3=C(C2O)C=CC=C3)C=C1 (2-(5-Chloro-6-fluoroquinolin-2-yl)methoxy-11-hydroxy-6,11-dihydrodibenz[b,e]oxepine), SCCC(=O)O (3-mercaptopropionic acid). Yields the product C(=O)(O)CCSC1C2=C(OCC3=C1C=CC=C3)C=CC(=C2)OCC2=NC3=CC=C(C(=C3C=C2)Cl)F (11-(2-Carboxyethylthio)-2-(5-chloro-6-fluoroquinolin-2-yl)methoxy-6,11-dihydrodibenz[b,e]oxepine). Reaction SMILES: [Cl:1][C:2]1[C:11]([F:12])=[CH:10][CH:9]=[C:8]2[C:3]=1[CH:4]=[CH:5][C:6]([CH2:13][O:14][C:15]1[CH:30]=[CH:29][C:18]3[O:19][CH2:20][C:21]4[CH:28]=[CH:27][CH:26]=[CH:25][C:22]=4[CH:23](O)[C:17]=3[CH:16]=1)=[N:7]2.[SH:31][CH2:32][CH2:33][C:34]([OH:36])=[O:35]>>[C:34]([CH2:33][CH2:32][S:31][CH:23]1[C:22]2[CH:25]=[CH:26][CH:27]=[CH:28][C:21]=2[CH2:20][O:19][C:18]2[CH:29]=[CH:30][C:15]([O:14][CH2:13][C:6]3[CH:5]=[CH:4][C:3]4[C:8](=[CH:9][CH:10]=[C:11]([F:12])[C:2]=4[Cl:1])[N:7]=3)=[CH:16][C:17]1=2)([OH:36])=[O:35]. Procedure: 2-(5-Chloro-6-fluoroquinolin-2-yl)methoxy-11-hydroxy-6,11-dihydrodibenz[b,e]oxepine and 3-mercaptopropionic acid were used and reacted in the same manner as in Example 1 to obtain the title compound. The reactants are CCOC(=O)C1CCC(NS(=O)C(C)(C)C)CC1, ClCCl, CCOC(C)=O, O=C(OO)c1cccc(Cl)c1. Product: CCOC(=O)C1CCC(NS(=O)(=O)C(C)(C)C)CC1. RXN SMILES: [C:15]([CH3:16])([CH3:17])([CH3:18])[S:19](=[O:20])[NH:21][CH:22]1[CH2:23][CH2:24][CH:25]([C:28](=[O:29])[O:30][CH2:31][CH3:32])[CH2:26][CH2:27]1.[CH2:12]([Cl:13])[Cl:14].[CH3:33][CH2:34][O:35][C:36](=[O:37])[CH3:38].[Cl:1][c:2]1[cH:3][cH:4][cH:5][c:6]([C:7]([O:8][OH:10])=[O:9])[cH:11]1>>[O:9]=[S:19]([C:15]([CH3:16])([CH3:17])[CH3:18])(=[O:20])[NH:21][CH:22]1[CH2:23][CH2:24][CH:25]([C:28](=[O:29])[O:30][CH2:31][CH3:32])[CH2:26][CH2:27]1. The reactants are [OH-].[Na+] (NaOH), FC=1C=C(C#N)C=C(C1)OC=1C=NC=NC1 (3-fluoro-5-(pyrimidin-5-yloxy)benzonitrile), C(C)O (ethanol), Cl (HCl). The solvent is CO.C(Cl)Cl (MeOH CH2Cl2). The product is FC=1C=C(C(=O)O)C=C(C1)OC=1C=NC=NC1 (3-fluoro-5-(pyrimidin-5-yloxy)benzoic acid). The yield is 99.0%. As a reaction SMILES: [F:1][C:2]1[CH:3]=C([CH:7]=[C:8]([O:10][C:11]2[CH:12]=[N:13][CH:14]=[N:15][CH:16]=2)[CH:9]=1)C#N.[OH-:17].[Na+].Cl.[CH2:20]([OH:22])[CH3:21]>CO.C(Cl)Cl>[F:1][C:2]1[CH:3]=[C:21]([CH:7]=[C:8]([O:10][C:11]2[CH:12]=[N:13][CH:14]=[N:15][CH:16]=2)[CH:9]=1)[C:20]([OH:17])=[O:22] |f:1.2,5.6|. Procedure: Compound 4 (1.36 g, 6.32 mmol, 1.00 eq) was dissolved in ethanol (32 mL) and 1N NaOH (17 mL) was added. The mixture was refluxed for 18 h and after cooling the reaction was neutralized with 1N HCl (11 mL) and the reaction was concentrated in vacuo. The crude reaction was dissolved in 10% MeOH/CH2Cl2 and the undissolved salt was filtered off and the solvents were removed in vacuo to afford 1.47 g (99%) of the title compound as a pale-yellow solid: 1H NMR (400 MHz, CDCl3) δ 9.06 (s, 1H), 8.72 (s, ... Reactants: CC(C)(C)c1ccc(C(N)=O)cc1N, CCCCCC(CC(=O)O)c1cc(C(=O)OC)c(OC)cc1OC. Product: CCCCCC(CC(=O)Nc1cc(C(N)=O)ccc1C(C)(C)C)c1cc(C(=O)OC)c(OC)cc1OC. RXN SMILES: [C:25]([CH3:26])([CH3:27])([CH3:28])[c:29]1[c:30]([NH2:31])[cH:32][c:33]([C:36]([NH2:37])=[O:38])[cH:34][cH:35]1.[CH3:1][O:2][c:3]1[c:4]([CH:15]([CH2:16][C:17](=[O:18])[OH:19])[CH2:20][CH2:21][CH2:22][CH2:23][CH3:24])[cH:5][c:6]([C:11](=[O:12])[O:13][CH3:14])[c:7]([O:9][CH3:10])[cH:8]1>>[CH3:1][O:2][c:3]1[c:4]([CH:15]([CH2:16][C:17](=[O:19])[NH:31][c:30]2[c:29]([C:25]([CH3:26])([CH3:27])[CH3:28])[cH:35][cH:34][c:33]([C:36]([NH2:37])=[O:38])[cH:32]2)[CH2:20][CH2:21][CH2:22][CH2:23][CH3:24])[cH:5][c:6]([C:11](=[O:12])[O:13][CH3:14])[c:7]([O:9][CH3:10])[cH:8]1. The reactants are [Cl-].[Na+] (sodium chloride), [Ca] (calcium), [Mg] (magnesium), C([O-])([O-])=O.[Na+].[Na+] (sodium carbonate), [OH-].[Ca+2].[OH-] (calcium hydroxide), S(=O)(=O)([O-])[O-].[Na+].[Na+] (sodium sulphate). The solvent is [Cl-].[Na+].O (brine), [Cl-].[Na+].O (brine). The product is C([O-])([O-])=O.[Ca+2] (calcium carbonate), [OH-].[Mg+2].[OH-] (magnesium hydroxide), S(=O)(=O)([O-])[O-].[Ca+2] (calcium sulfate). As a reaction SMILES: [Cl-].[Na+].[Ca:3].[Mg:4].[C:5](=[O:8])([O-:7])[O-:6].[Na+].[Na+].[OH-:11].[Ca+2].[OH-].[S:14]([O-:18])([O-:17])(=[O:16])=[O:15].[Na+].[Na+]>[Cl-].[Na+].O>[C:5](=[O:6])([O-:8])[O-:7].[Ca+2:3].[OH-:15].[Mg+2:4].[OH-:11].[S:14]([O-:18])([O-:17])(=[O:16])=[O:15].[Ca+2:3] |f:0.1,4.5.6,7.8.9,10.11.12,13.14.15,16.17,18.19.20,21.22|. Reported procedure: A process for the preparation of sodium chloride from crude brine containing calcium ions and magnesium ions which comprises adding sodium carbonate, calcium hydroxide and sodium sulphate to said brine to form calcium carbonate, magnesium hydroxide and calcium sulfate as insoluble compounds; separating said insoluble compounds from the crude brine to obtain a purified brine; evaporating water from the purified brine and separating the sodium chloride crystallized in the process leaving a mother ... Reactants: N1(C=NC=C1)CC(=O)OCC (Ethyl 1H-imidazol-1-ylacetate), C(C)OC(N(C)C)OCC (N,N-dimethylformamide diethyl acetal). Product: CN(C)C=C(C(=O)OCC)N1C=NC=C1 (Ethyl 3-(N,N-dimethylamino)-2-(1H-imidazol-1-yl)acrylate). Reaction SMILES: [N:1]1([CH2:6][C:7]([O:9][CH2:10][CH3:11])=[O:8])[CH:5]=[CH:4][N:3]=[CH:2]1.C(O[CH:15](OCC)[N:16]([CH3:18])[CH3:17])C>>[CH3:15][N:16]([CH:18]=[C:6]([N:1]1[CH:5]=[CH:4][N:3]=[CH:2]1)[C:7]([O:9][CH2:10][CH3:11])=[O:8])[CH3:17]. Procedure: 38.0 g (244.9 mmol) of the compound from Example 3A are stirred in 126 ml (108.1 g, 734.7 mmol) of N,N-dimethylformamide diethyl acetal at a bath temperature of 90° C. for 16 h. After cooling, the mixture is concentrated under reduced pressure, the residue is stirred with diisopropyl ether and the solid is filtered off and finally washed with diisopropyl ether. Yield: 49.0 g (95% of theory)